The task is: describe an organic reaction: reactants, conditions, products, and yield. This data is from the Open Reaction Database (ORD), a public repository of structured organic reaction records. Reactants: CCc1ccc(OC)cn1, ClC(Cl)Cl, O=C(OO)c1cccc(Cl)c1. Product: CCc1ccc(OC)c[n+]1[O-]. As a reaction SMILES: [CH2:12]([CH3:13])[c:14]1[n:15][cH:16][c:17]([O:20][CH3:21])[cH:18][cH:19]1.[Cl:22][CH:23]([Cl:24])[Cl:25].[OH:1][O:2][C:3]([c:4]1[cH:5][c:6]([Cl:7])[cH:8][cH:9][cH:10]1)=[O:11]>>[O-:1][n+:15]1[c:14]([CH2:12][CH3:13])[cH:19][cH:18][c:17]([O:20][CH3:21])[cH:16]1.